Dataset: the Open Reaction Database (ORD), a public repository of structured organic reaction records. Task: describe an organic reaction: reactants, conditions, products, and yield Reactants: CC1=CN=C(O1)C=1C=NC=CC1 (3-(5-methyloxazol-2-yl)-pyridine), IC (iodomethane). Solvent: C(C)O (ethanol). Yields the product [I-].C[N+]1=CC(=CC=C1)C=1OC(=CN1)C (1-methyl-3-(5-methyloxazol-2-yl)-pyridinium iodide). As a reaction SMILES: [CH3:1][C:2]1[O:6][C:5]([C:7]2[CH:8]=[N:9][CH:10]=[CH:11][CH:12]=2)=[N:4][CH:3]=1.[I:13][CH3:14]>C(O)C>[I-:13].[CH3:14][N+:9]1[CH:10]=[CH:11][CH:12]=[C:7]([C:5]2[O:6][C:2]([CH3:1])=[CH:3][N:4]=2)[CH:8]=1 |f:3.4|. Procedure details: 5 g of 3-(5-methyloxazol-2-yl)-pyridine prepared as indicated in Chimica Therap 4, 437 (1973) is dissolved in 50 cm3 of ethanol, 3 cm3 of iodomethane is added and the whole is heated under reflux for 10 hours. After cooling and decanting, ether is added, and after filtering, 8.68 g of product is obtained. M.p.=147°-148° C., after crystallization from ethanol. Starting materials: C1(C(CCC=CCCC=CCC1)O)O (5,9-cyclododecadien-1,2-diol), CCCCC=O (valeric aldehyde), C1(=CC=C(C=C1)S(=O)(=O)O)C (p-toluenesulfonic acid), 80/100, O (water). Run in petroleum ether, [Cl-].[Na+].O (brine). Product: C(CCC)C1OC2CCC=CCCC=CCCC2O1 (14-butyl-13,15-dioxabicyclo[10.3.0]pentadeca-4,8-diene). Isolated yield 90.0%. RXN SMILES: [CH:1]1([OH:14])[CH2:12][CH2:11][CH:10]=[CH:9][CH2:8][CH2:7][CH:6]=[CH:5][CH2:4][CH2:3][CH:2]1[OH:13].[CH3:15][CH2:16][CH2:17][CH2:18][CH:19]=O.C1(C)C=CC(S(O)(=O)=O)=CC=1.O>[Cl-].[Na+].O>[CH2:16]([CH:15]1[O:13][CH:2]2[CH:1]([CH2:12][CH2:11][CH:10]=[CH:9][CH2:8][CH2:7][CH:6]=[CH:5][CH2:4][CH2:3]2)[O:14]1)[CH2:17][CH2:18][CH3:19] |f:4.5.6|. Reported procedure: 5 g of 5,9-cyclododecadien-1,2-diol, 2.4 g of valeric aldehyde, a spatula of p-toluenesulfonic acid and 200 ml of 80/100 petroleum ether were charged into a 250 ml two-neck flask equipped with a water separator and the mixture was taken to reflux for 1 h. The reaction mixture was then poured on ice, neutralized with brine, dried and concentrated. Distillation in a bulb-to-bulb apparatus produced 6.06 g of 14-butyl-13,15-dioxabicyclo[10.3.0]pentadeca-4,8-diene.